From a dataset of the Open Reaction Database (ORD), a public repository of structured organic reaction records. describe an organic reaction: reactants, conditions, products, and yield The reactants are FC(C=1N=C2N(C=CN=C2)C1)(F)F (2-(trifluoromethyl)imidazo[1,2-a]pyrazine). The reagents and catalysts are [Pd] (Pd—C). Solvent: CO (methanol). Run at time 12 hour. The product is FC(C=1N=C2N(CCNC2)C1)(F)F (2-(trifluoromethyl)-5,6,7,8-tetrahydroimidazo[1,2-a]pyrazine). The yield is 95.9%. RXN SMILES: [F:1][C:2]([F:13])([F:12])[C:3]1[N:4]=[C:5]2[CH:10]=[N:9][CH:8]=[CH:7][N:6]2[CH:11]=1>CO.[Pd]>[F:12][C:2]([F:1])([F:13])[C:3]1[N:4]=[C:5]2[CH2:10][NH:9][CH2:8][CH2:7][N:6]2[CH:11]=1. Procedure details: 2-(Trifluoromethyl)imidazo[1,2-a]pyrazine 12b (2.40 g, 12.55 mmol) was dissolved in 100 mL of methanol, followed by addition of Pd—C (10%, 480 mg), and the reactor was purged with hydrogen for three times. After stirring for 12 hours, the reaction mixture was filtered and the filter cake was washed with methanol. The filtrate was concentrated under reduced pressure to obtain 2-(trifluoromethyl)-5,6,7,8-tetrahydroimidazo[1,2-a]pyrazine 12c (2.30 g, yield 95.8%) as a yellow oil. The reactants are O (water), ( 60 ), B (borane), NC(=CC#N)C1=C(C=CC=C1)C(F)(F)F (β-amino-2-trifluoromethylcinnamonitrile). Solvent: O1CCCC1 (tetrahydrofuran), CCOCC (ether). Conditions: time 8 hour. Product: FC(C1=C(C=CC=C1)C(CCN)N)(F)F (1-(2-trifluoromethylphenyl)-1,3-propanediamine). Isolated yield 21.7%. As a reaction SMILES: B.[NH2:2][C:3]([C:7]1[CH:12]=[CH:11][CH:10]=[CH:9][C:8]=1[C:13]([F:16])([F:15])[F:14])=[CH:4][C:5]#[N:6].O>O1CCCC1.CCOCC>[F:14][C:13]([F:15])([F:16])[C:8]1[CH:9]=[CH:10][CH:11]=[CH:12][C:7]=1[CH:3]([NH2:2])[CH2:4][CH2:5][NH2:6]. Reported procedure: Sixty (60) ml of 1 molar borane in tetrahydrofuran is added to a solution of 7.6 g of β-amino-2-trifluoromethylcinnamonitrile (prepared according to Preparation D, Part 1) in 100 ml of ether. The mixture is stirred at room temperature overnight, then treated with 10 ml of water, and stirred for 45 minutes. The resulting mixture is concentrated under reduced pressure and 200 ml of isopropanol and 80 ml of 20% hydrochloric acid are added thereto. This mixture is refluxed for 2 hours, then concentr... Starting materials: CS(=O)[O-], CS(C)=O, O=[N+]([O-])c1ccc(F)c(F)c1, [Na+], O. The product is CS(=O)(=O)c1ccc([N+](=O)[O-])cc1F. As a reaction SMILES: [CH3:12][S:13](=[O:14])[O-:15].[CH3:18][S:19]([CH3:20])=[O:21].[F:1][c:2]1[cH:3][c:4]([N+:9](=[O:10])[O-:11])[cH:5][cH:6][c:7]1[F:8].[Na+:16].[OH2:17]>>[F:1][c:2]1[cH:3][c:4]([N+:9](=[O:10])[O-:11])[cH:5][cH:6][c:7]1[S:13]([CH3:12])(=[O:14])=[O:15]. Reactants: ClCN1C(CC(C1)CCC)=O (1-(chloromethyl)-4-propylpyrrolidin-2-one), N (ammonia), crude mixture, N (ammonia). Solvent: C1(=CC=CC=C1)C (toluene). The product is NCN1C(CC(C1)CCC)=O (1-(aminomethyl)-4-propylpyrrolidin-2-one). Reaction SMILES: Cl[CH2:2][N:3]1[CH2:7][CH:6]([CH2:8][CH2:9][CH3:10])[CH2:5][C:4]1=[O:11].[NH3:12]>C1(C)C=CC=CC=1>[NH2:12][CH2:2][N:3]1[CH2:7][CH:6]([CH2:8][CH2:9][CH3:10])[CH2:5][C:4]1=[O:11]. Procedure: A solution of 1-(chloromethyl)-4-propylpyrrolidin-2-one x63 (41.34 g, 0.235 mol) in toluene (350 ml) is added dropwise at −78° C. to liquid ammonia (300 ml). At the end of the addition, the temperature is raised slowly to room temperature, and ammonia of the crude mixture is allowed to distill at room temperature overnight. Filtration of the reaction mixture and subsequent evaporation lead to 55 g of the crude 1-(aminomethyl)-4-propylpyrrolidin-2-one x76 which is used without further purificatio... The reactants are Nc1cccc(-c2c(Cc3ccccc3)cnc3c(C(F)(F)F)cccc23)c1, O=Cc1ccc2[nH]ccc2c1. Yields the product FC(F)(F)c1cccc2c(-c3cccc(NCc4ccc5[nH]ccc5c4)c3)c(Cc3ccccc3)cnc12. Reaction SMILES: [CH2:1]([c:2]1[cH:3][cH:4][cH:5][cH:6][cH:7]1)[c:8]1[cH:9][n:10][c:11]2[c:12]([C:25]([F:26])([F:27])[F:28])[cH:13][cH:14][cH:15][c:16]2[c:17]1-[c:18]1[cH:19][c:20]([NH2:24])[cH:21][cH:22][cH:23]1.[CH:29](=[O:30])[c:31]1[cH:32][c:33]2[cH:34][cH:35][nH:36][c:37]2[cH:38][cH:39]1>>[CH2:1]([c:2]1[cH:3][cH:4][cH:5][cH:6][cH:7]1)[c:8]1[cH:9][n:10][c:11]2[c:12]([C:25]([F:26])([F:27])[F:28])[cH:13][cH:14][cH:15][c:16]2[c:17]1-[c:18]1[cH:19][c:20]([NH:24][CH2:29][c:31]2[cH:32][c:33]3[cH:34][cH:35][nH:36][c:37]3[cH:38][cH:39]2)[cH:21][cH:22][cH:23]1. The reactants are [Cl-].[Cl-].[Cl-].[Al+3] (aluminum trichloride), C1(CCCC1)CC(=O)Cl (cyclopentylacetyl chloride), C1(=CC=CC=C1)C (toluene), O (water). Reaction conditions: time 8 hour. Yields the product C1(CCCC1)CC(=O)C1=CC=C(C=C1)C (2-Cyclopentyl-1-p-tolyl-ethanone). Isolated yield 91.0%. RXN SMILES: [Cl-].[Cl-].[Cl-].[Al+3].[CH:5]1([CH2:10][C:11](Cl)=[O:12])[CH2:9][CH2:8][CH2:7][CH2:6]1.O.[C:15]1([CH3:21])[CH:20]=[CH:19][CH:18]=[CH:17][CH:16]=1>>[CH:5]1([CH2:10][C:11]([C:18]2[CH:19]=[CH:20][C:15]([CH3:21])=[CH:16][CH:17]=2)=[O:12])[CH2:9][CH2:8][CH2:7][CH2:6]1 |f:0.1.2.3|. Reported procedure: Add aluminum trichloride (2.719 g, 20.4 mmol) in three portions to a solution of cyclopentylacetyl chloride (2 g, 13.6 mmol) in anhydrous toluene (30 mL) at 0° C. Stir the solution at room temperature overnight. Cool to 0° C., add water and extract the aqueous phase with EtOAc. Dry the organic phase over MgSO4, filter and concentrate in vacuo. Purify the crude mixture by chromatography on silica gel eluting with hexane and hexane/EtOAc (19:1) to give the desired intermediate as an oil (2.5 g, 91...